This data is from the Open Reaction Database (ORD), a public repository of structured organic reaction records. The task is: describe an organic reaction: reactants, conditions, products, and yield The reactants are C=O, CC(=O)O, Cl, NC(C(=O)O)C(S)c1ccccc1. Product: O=C(O)C1NCSC1c1ccccc1. Reaction SMILES: [CH2:19]=[O:20].[CH3:15][C:16](=[O:17])[OH:18].[ClH:1].[c:2]1([CH:8]([CH:9]([NH2:10])[C:11](=[O:12])[OH:13])[SH:14])[cH:3][cH:4][cH:5][cH:6][cH:7]1>>[c:2]1([CH:8]2[CH:9]([C:11](=[O:12])[OH:13])[NH:10][CH2:15][S:14]2)[cH:3][cH:4][cH:5][cH:6][cH:7]1.